The task is: describe an organic reaction: reactants, conditions, products, and yield. This data is from the Open Reaction Database (ORD), a public repository of structured organic reaction records. Reactants: Cl.FC=1C=C(CN2N=CC(=C2)C2=CN(C3=NC=C(C=C32)C3=CC=C(C=C3)C3CCNCC3)S(=O)(=O)C3=CC=C(C)C=C3)C=CC1 (3-(1-(3-fluorobenzyl)-1H-pyrazol-4-yl)-5-(4-(piperidin-4-yl)phenyl)-1-tosyl-1H-pyrrolo[2,3-b]pyridine hydrochloride), FC=1C=C(CN2N=C(C=C2)C2=CN(C3=NC=C(C=C32)C3=CC=C(C=C3)N3CCN(CC3)C(=O)OC(C)(C)C)S(=O)(=O)C3=CC=C(C)C=C3)C=C(C1)F (tert-butyl 4-(4-(3-(1-(3,5-difluorobenzyl)-1H-pyrazol-3-yl)-1-tosyl-1H-pyrrolo[2,3-b]pyridin-5-yl)phenyl)piperazine-1-carboxylate), [OH-].[Li+] (lithium hydroxide). Run in C1CCOC1.CO.O (THF methanol water). Yields the product FC=1C=C(CN2N=C(C=C2)C2=CNC3=NC=C(C=C32)C3=CC=C(C=C3)N3CCN(CC3)C(=O)OC(C)(C)C)C=C(C1)F (tert-butyl 4-(4-(3-(1-(3,5-difluorobenzyl)-1H-pyrazol-3-yl)-1H-pyrrolo[2,3-b]pyridin-5-yl)phenyl)piperazine-1-carboxylate). The yield is 34.6%. Reaction SMILES: Cl.FC1C=C(C=CC=1)CN1C=C(C2C3C(=NC=C(C4C=CC(C5CCNCC5)=CC=4)C=3)N(S(C3C=CC(C)=CC=3)(=O)=O)C=2)C=N1.[F:46][C:47]1[CH:48]=[C:49]([CH:94]=[C:95]([F:97])[CH:96]=1)[CH2:50][N:51]1[CH:55]=[CH:54][C:53]([C:56]2[C:64]3[C:59](=[N:60][CH:61]=[C:62]([C:65]4[CH:70]=[CH:69][C:68]([N:71]5[CH2:76][CH2:75][N:74]([C:77]([O:79][C:80]([CH3:83])([CH3:82])[CH3:81])=[O:78])[CH2:73][CH2:72]5)=[CH:67][CH:66]=4)[CH:63]=3)[N:58](S(C3C=CC(C)=CC=3)(=O)=O)[CH:57]=2)=[N:52]1.[OH-].[Li+]>C1COCC1.CO.O>[F:97][C:95]1[CH:94]=[C:49]([CH:48]=[C:47]([F:46])[CH:96]=1)[CH2:50][N:51]1[CH:55]=[CH:54][C:53]([C:56]2[C:64]3[C:59](=[N:60][CH:61]=[C:62]([C:65]4[CH:66]=[CH:67][C:68]([N:71]5[CH2:72][CH2:73][N:74]([C:77]([O:79][C:80]([CH3:83])([CH3:82])[CH3:81])=[O:78])[CH2:75][CH2:76]5)=[CH:69][CH:70]=4)[CH:63]=3)[NH:58][CH:57]=2)=[N:52]1 |f:0.1,3.4,5.6.7|. Reported procedure: Using similar reaction conditions as described in step-iii of example-1, tert-butyl 4-(4-(3-(1-(3,5-difluorobenzyl)-1H-pyrazol-3-yl)-1-tosyl-1H-pyrrolo[2,3-b]pyridin-5-yl)phenyl)piperazine-1-carboxylate (55 mg, 0.0759 mmol) was hydrolyzed by lithium hydroxide (10 mg, 0.227 mmol) in THF/methanol/water (2/2/1 ml) to yield 15 mg (34.6% yield) of the titled compound. Reactants: Brc1cccc(Br)c1, Cc1ccccc1, Cl, C1CNC1, O=C(C=Cc1ccccc1)C=Cc1ccccc1, O=C(C=Cc1ccccc1)C=Cc1ccccc1, O=C(C=Cc1ccccc1)C=Cc1ccccc1, [Pd], [Pd], c1ccc(P(c2ccccc2)c2ccc3ccccc3c2-c2c(P(c3ccccc3)c3ccccc3)ccc3ccccc23)cc1. Product: Brc1cccc(N2CCC2)c1. As a reaction SMILES: [Br:1][c:2]1[cH:3][cH:4][cH:5][c:6]([Br:7])[cH:8]1.[CH3:60][c:61]1[cH:62][cH:63][cH:64][cH:65][cH:66]1.[ClH:9].[NH:10]1[CH2:11][CH2:12][CH2:13]1.[O:105]=[C:106]([CH:107]=[CH:108][c:109]1[cH:110][cH:111][cH:112][cH:113][cH:114]1)[CH:115]=[CH:116][c:117]1[cH:118][cH:119][cH:120][cH:121][cH:122]1.[O:69]=[C:70]([CH:71]=[CH:72][c:73]1[cH:74][cH:75][cH:76][cH:77][cH:78]1)[CH:79]=[CH:80][c:81]1[cH:82][cH:83][cH:84][cH:85][cH:86]1.[O:87]=[C:88]([CH:89]=[CH:90][c:91]1[cH:92][cH:93][cH:94][cH:95][cH:96]1)[CH:97]=[CH:98][c:99]1[cH:100][cH:101][cH:102][cH:103][cH:104]1.[Pd:67].[Pd:68].[cH:14]1[cH:15][cH:16][c:17]([P:18]([c:19]2[cH:20][cH:21][c:22]3[c:23]([cH:24][cH:25][cH:26][cH:27]3)[c:28]2-[c:29]2[c:30]3[c:31]([cH:32][cH:33][cH:34][cH:35]3)[cH:36][cH:37][c:38]2[P:39]([c:40]2[cH:41][cH:42][cH:43][cH:44][cH:45]2)[c:46]2[cH:47][cH:48][cH:49][cH:50][cH:51]2)[c:52]2[cH:53][cH:54][cH:55][cH:56][cH:57]2)[cH:58][cH:59]1>>[c:2]1([N:10]2[CH2:11][CH2:12][CH2:13]2)[cH:3][cH:4][cH:5][c:6]([Br:7])[cH:8]1. Reactants: O=C(n1ccnc1)n1ccnc1, ClCCl, Nc1cnn2ccc(N3CCCC3c3cncc(F)c3)nc12, OC1CCNC1. The product is O=C(Nc1cnn2ccc(N3CCCC3c3cncc(F)c3)nc12)N1CCC(O)C1. Reaction SMILES: [C:23](=[O:24])([n:25]1[cH:26][cH:27][n:28][cH:29]1)[n:30]1[cH:31][cH:32][n:33][cH:34]1.[Cl:41][CH2:42][Cl:43].[F:1][c:2]1[cH:3][c:4]([CH:8]2[N:9]([c:13]3[n:14][c:15]4[n:16]([cH:17][cH:18]3)[n:19][cH:20][c:21]4[NH2:22])[CH2:10][CH2:11][CH2:12]2)[cH:5][n:6][cH:7]1.[NH:35]1[CH2:36][CH:37]([OH:40])[CH2:38][CH2:39]1>>[F:1][c:2]1[cH:3][c:4]([CH:8]2[N:9]([c:13]3[n:14][c:15]4[n:16]([cH:17][cH:18]3)[n:19][cH:20][c:21]4[NH:22][C:23](=[O:24])[N:35]3[CH2:36][CH:37]([OH:40])[CH2:38][CH2:39]3)[CH2:10][CH2:11][CH2:12]2)[cH:5][n:6][cH:7]1. Reactants: ClC1=NC=C(C(=O)N(C)OC)C=C1 (6-chloro-N-methoxy-N-methyl-nicotinamide), [NH4+].[Cl-] (NH4Cl), BrC1=C(C(=CC=C1)F)F (1-bromo-2,3-difluorobenzene), C(CCC)[Li] (n-butyl lithium). The solvent is C1CCOC1 (THF), C1CCOC1 (THF). Conditions: time 1 hour. The product is ClC1=NC=C(C=C1)C(C1=C(C(=CC=C1)F)F)=O (2-Chloro-5-(2,3-difluorobenzoyl)pyridine). The yield is 75.4%. Reaction SMILES: Br[C:2]1[CH:7]=[CH:6][CH:5]=[C:4]([F:8])[C:3]=1[F:9].C([Li])CCC.[Cl:15][C:16]1[CH:27]=[CH:26][C:19]([C:20](N(OC)C)=[O:21])=[CH:18][N:17]=1.[NH4+].[Cl-]>C1COCC1>[Cl:15][C:16]1[CH:27]=[CH:26][C:19]([C:20](=[O:21])[C:2]2[CH:7]=[CH:6][CH:5]=[C:4]([F:8])[C:3]=2[F:9])=[CH:18][N:17]=1 |f:3.4|. Reported procedure: To a solution of 1-bromo-2,3-difluorobenzene (0.114 g, 0.746 mmol) in 3 ml of dry THF was added, at −78° C., n-butyl lithium (1.6 M in hexane, 0.47 ml, 0.749 mmol). The reaction mixture was stirred at this temperature for 1 hour. A solution of 6-chloro-N-methoxy-N-methyl-nicotinamide (0.13 g, 0.68 mmol) in 5 ml of THF was added and the reaction mixture was allowed to warm to RT and stir for 6 hours. Saturated NH4Cl was added and the mixture was extracted with CH2Cl2 (3×10 ml). The organic layers... Reactants: CCN(C(C)C)C(C)C, C[Si](C)(C)C=[N+]=[N-], CCCCCC, CO, Cl, COC(=O)c1nc([N+](=O)[O-])c[nH]c1=O, C1COCCO1. Product: COC(=O)c1nc([N+](=O)[O-])cnc1OC. Reaction SMILES: [CH2:15]([N:16]([CH:17]([CH3:18])[CH3:19])[CH:20]([CH3:21])[CH3:22])[CH3:23].[CH3:24][Si:25]([CH:26]=[N+:27]=[N-:28])([CH3:29])[CH3:30].[CH3:38][CH2:39][CH2:40][CH2:41][CH2:42][CH3:43].[CH3:44][OH:45].[ClH:31].[N+:1](=[O:2])([O-:3])[c:4]1[cH:5][nH:6][c:7](=[O:14])[c:8]([C:10](=[O:11])[O:12][CH3:13])[n:9]1.[O:32]1[CH2:33][CH2:34][O:35][CH2:36][CH2:37]1>>[N+:1](=[O:2])([O-:3])[c:4]1[cH:5][n:6][c:7]([O:14][CH3:15])[c:8]([C:10](=[O:11])[O:12][CH3:13])[n:9]1. Procedure details: To a cooled solution of NaAlH4 (0.22 mol) in toluene/THF under argon was added (+/−) trans-3-ethoxycarbonyl-4-(4′-fluorophenyl)-N-methyl-piperidine-2,6-dione (0.083 mol) in THF holding the temperature below 15° C. After addition was complete, reaction was allowed to warm to room temperature. After 30 minutes at room temperature, the reaction was heated to >40° C. for 2 hr. The reaction was then cooled to <5° C. and toluene (50 ml) was added. Water (9 ml) was then added slowly holding the tempera... Starting materials: C1(=CC=CC=C1)C (toluene), O (Water), O (H2O), NaAlH4, C(C)OC(=O)[C@@H]1C(N(C(C[C@H]1C1=CC=C(C=C1)F)=O)C)=O ((+/−) trans-3-ethoxycarbonyl-4-(4′-fluorophenyl)-N-methyl-piperidine-2,6-dione), [OH-].[Na+] (NaOH). Conditions: time 30 minute. Yields the product FC1=CC=C(C=C1)[C@H]1[C@@H](CN(CC1)C)CO ((+/−) trans-4-(4′-fluorophenyl)-3-hydroxymethyl-N-methylpiperidine). Run in C1(=CC=CC=C1)C.C1CCOC1 (toluene THF), C1CCOC1 (THF). Reaction SMILES: C([O:3][C:4]([C@H:6]1[C@H:11]([C:12]2[CH:17]=[CH:16][C:15]([F:18])=[CH:14][CH:13]=2)[CH2:10][C:9](=O)[N:8]([CH3:20])[C:7]1=O)=O)C.C1(C)C=CC=CC=1.O.[OH-].[Na+]>C1(C)C=CC=CC=1.C1COCC1.C1COCC1>[F:18][C:15]1[CH:16]=[CH:17][C:12]([C@@H:11]2[CH2:10][CH2:9][N:8]([CH3:20])[CH2:7][C@H:6]2[CH2:4][OH:3])=[CH:13][CH:14]=1 |f:3.4,5.6|.